Dataset: the Open Reaction Database (ORD), a public repository of structured organic reaction records. Task: describe an organic reaction: reactants, conditions, products, and yield Conditions: temperature 50 celsius. Run in C(Cl)Cl (CH2Cl2). Product: C(C)(=O)OC1=C(C=C(C=C1)OC=O)OC (4-(formyloxy)-2-methoxyphenyl acetate). Reported procedure: To a solution of 4-formyl-2-methoxyphenyl acetate (15 g, 77 mmol) in CH2Cl2 (100 mL) was added m-CPBA (31 g, 154 mmol). The solution was refluxed at 50° C. for 2.5 h. The solution was washed with saturated Na2SO3 solution (50 mL), saturated Na2CO3 solution (50 mL) and brine(50 mL), dried over Na2SO4, filtrated and concentrated in vacuo to afford 16 g of crude product as a white solid, which was used for next step without further purification. The reactants are C(C)(=O)OC1=C(C=C(C=C1)C=O)OC (4-formyl-2-methoxyphenyl acetate), C1=CC(=CC(=C1)Cl)C(=O)OO (m-CPBA). RXN SMILES: [C:1]([O:4][C:5]1[CH:10]=[CH:9][C:8](C=O)=[CH:7][C:6]=1[O:13][CH3:14])(=[O:3])[CH3:2].C1C=C(Cl)C=C([C:22]([O:24]O)=[O:23])C=1>C(Cl)Cl>[C:1]([O:4][C:5]1[CH:10]=[CH:9][C:8]([O:24][CH:22]=[O:23])=[CH:7][C:6]=1[O:13][CH3:14])(=[O:3])[CH3:2]. The yield is 98.9%.